From a dataset of the Open Reaction Database (ORD), a public repository of structured organic reaction records. describe an organic reaction: reactants, conditions, products, and yield Reactants: CCCC[Sn](CCCC)(CCCC)c1cccnc1, CC#N, N#Cc1ncn(Cc2cc(C(F)(F)F)cc(C(F)(F)F)c2)c1I. Product: N#Cc1ncn(Cc2cc(C(F)(F)F)cc(C(F)(F)F)c2)c1-c1cccnc1. RXN SMILES: [CH2:24]([Sn:25]([CH2:26][CH2:27][CH2:28][CH3:35])([c:29]1[cH:30][n:31][cH:32][cH:33][cH:34]1)[CH2:36][CH2:37][CH2:38][CH3:39])[CH2:40][CH2:41][CH3:42].[CH3:43][C:44]#[N:45].[F:1][C:2]([c:3]1[cH:4][c:5]([CH2:6][n:7]2[cH:8][n:9][c:10]([C:13]#[N:14])[c:11]2[I:12])[cH:15][c:16]([C:18]([F:19])([F:20])[F:21])[cH:17]1)([F:22])[F:23]>>[F:1][C:2]([c:3]1[cH:4][c:5]([CH2:6][n:7]2[cH:8][n:9][c:10]([C:13]#[N:14])[c:11]2-[c:29]2[cH:30][n:31][cH:32][cH:33][cH:34]2)[cH:15][c:16]([C:18]([F:19])([F:20])[F:21])[cH:17]1)([F:22])[F:23]. The reactants are CC1=CC=CC=2C(C3=C(CCC21)C=CC=C3)CCCN(C)C (1-methyl-10,11-dihydro-5-(3-dimethylaminopropyl)-5H-dibenzo[a,d]cycloheptene), ClC(=O)OCC (ethyl chloroformate). Run in C1=CC=CC=C1 (benzene), C1=CC=CC=C1 (benzene). Yields the product CC1=CC=CC=2C(C3=C(CCC21)C=CC=C3)CCCNC (1-methyl-10,11-dihydro-5-(3-methylaminopropyl)-5H-dibenzo[a,d]cycloheptene). As a reaction SMILES: [CH3:1][C:2]1[C:12]2[CH2:11][CH2:10][C:9]3[CH:13]=[CH:14][CH:15]=[CH:16][C:8]=3[CH:7]([CH2:17][CH2:18][CH2:19][N:20](C)[CH3:21])[C:6]=2[CH:5]=[CH:4][CH:3]=1.ClC(OCC)=O>C1C=CC=CC=1>[CH3:1][C:2]1[C:12]2[CH2:11][CH2:10][C:9]3[CH:13]=[CH:14][CH:15]=[CH:16][C:8]=3[CH:7]([CH2:17][CH2:18][CH2:19][NH:20][CH3:21])[C:6]=2[CH:5]=[CH:4][CH:3]=1. Reported procedure: 12.2 g. of 1-methyl-10,11-dihydro-5-(3-dimethylaminopropyl)-5H-dibenzo[a,d]cycloheptene, dissolved in 180 ml. of dry benzene, are added dropwise to a mixture of 13.6 g. of ethyl chloroformate and 50 ml. of dry benzene. The mixture is boiled and stirred under reflux for 20 hours. After cooling, the benzene solution is washed with dilute hydrochloric acid and water and evaporated. The residual 1-methyl-10,11-dihydro-5-(3-methylcarbethoxyaminopropyl)-5H-dibenzo[a,d]cycloheptene distils at 180° C/0.... The reactants are NC1=C(C=C(OC2=C3C(=NC=C2)NC(N3)=O)C=C1)F (7-(4-amino-3-fluorophenoxy)-1H-imidazo[4,5-b]pyridin-2(3H)-one), ClC1=C(C=C(C=C1)N=C=O)C(F)(F)F (1-chloro-4-isocyanato-2-(trifluoromethyl)benzene). Product: O=C1NC=2C(=NC=CC2OC2=CC(=C(C=C2)NC(=O)NC2=CC(=C(C=C2)Cl)C(F)(F)F)F)N1 (1-(4-(2,3-Dihydro-2-oxo-1H-imidazo[4,5-b]pyridin-7-yl-oxy)-2-fluorophenyl)-3-(4-chloro-3-(trifluoromethyl)phenyl)urea). Yield: 83.0%. As a reaction SMILES: [NH2:1][C:2]1[CH:18]=[CH:17][C:5]([O:6][C:7]2[CH:12]=[CH:11][N:10]=[C:9]3[NH:13][C:14](=[O:16])[NH:15][C:8]=23)=[CH:4][C:3]=1[F:19].[Cl:20][C:21]1[CH:26]=[CH:25][C:24]([N:27]=[C:28]=[O:29])=[CH:23][C:22]=1[C:30]([F:33])([F:32])[F:31]>>[O:16]=[C:14]1[NH:13][C:9]2=[N:10][CH:11]=[CH:12][C:7]([O:6][C:5]3[CH:17]=[CH:18][C:2]([NH:1][C:28]([NH:27][C:24]4[CH:25]=[CH:26][C:21]([Cl:20])=[C:22]([C:30]([F:32])([F:31])[F:33])[CH:23]=4)=[O:29])=[C:3]([F:19])[CH:4]=3)=[C:8]2[NH:15]1. Reported procedure: Method H2 was used with 7-(4-amino-3-fluorophenoxy)-1H-imidazo[4,5-b]pyridin-2(3H)-one (26 mg, 0.1 mmol) and 1-chloro-4-isocyanato-2-(trifluoromethyl)benzene (23 mg, 0.1 mmol) to afford the title compound (40 mg, 83%). 1H-NMR (δ, ppm, DMSO-d6): 6.45 (d, 1H, HPy,5, J=5.91 Hz), 6.98 (d, 1H, Harom,Ph), 7.23 (d, 1H, Harom,Ph), 7.63 (broad s, 2H, Harom), 7.79 (d, 1H, HPy,6), 8.05 (s, 1H, Harom,Ph), 8.12 (s, 1H, Harom′), 8.69 (s, 1H, NHurea,1), 9.49 (s, 1H, NHurea,3), 11.22 (s, 1H, NHPy3), 11.42 (s, 1... Starting materials: ClC1=CC=C(C=C1)S(=O)(=O)Cl (4-Chlorobenzenesulphonyl chloride), NC1=C(C(=O)NCCCN2C=NC=C2)C=CC=C1 (2-amino-N-(3-imidazol-1-ylpropyl)benzamide), C([O-])(O)=O.[Na+] (sodium bicarbonate). Solvent: O (water). Run at time 3 hour. Product: ClC1=CC=C(C=C1)S(=O)(=O)NC1=C(C(=O)NCCCN2C=NC=C2)C=CC=C1 (2-(4-chlorobenzenesulphonamido)-N-(3-imidazol-1-ylpropyl)benzamide). Isolated yield 45.4%. RXN SMILES: [Cl:1][C:2]1[CH:7]=[CH:6][C:5]([S:8](Cl)(=[O:10])=[O:9])=[CH:4][CH:3]=1.[NH2:12][C:13]1[CH:29]=[CH:28][CH:27]=[CH:26][C:14]=1[C:15]([NH:17][CH2:18][CH2:19][CH2:20][N:21]1[CH:25]=[CH:24][N:23]=[CH:22]1)=[O:16].C(=O)(O)[O-].[Na+]>O>[Cl:1][C:2]1[CH:7]=[CH:6][C:5]([S:8]([NH:12][C:13]2[CH:29]=[CH:28][CH:27]=[CH:26][C:14]=2[C:15]([NH:17][CH2:18][CH2:19][CH2:20][N:21]2[CH:25]=[CH:24][N:23]=[CH:22]2)=[O:16])(=[O:10])=[O:9])=[CH:4][CH:3]=1 |f:2.3|. Procedure: 4-Chlorobenzenesulphonyl chloride (1.56 g) was added in portions over 2 minutes to a solution of 2-amino-N-(3-imidazol-1-ylpropyl)benzamide (1.8 g) in water (50 ml) at 80° C. on a steam bath. The mixture was stirred at 80°-90° C. for 3 hours, cooled to room temperature and brought to pH 7 with saturated aqueous sodium bicarbonate solution. The crude product which had precipitated was extracted into dichloromethane (2×100 ml); the resulting solution was dried over magnesium sulphate and evaporate... Starting materials: C(C)(C)C1=NC=2C(=NC3=C(NC2S1)C=CC=C3)N (2-isopropyl-4H-3-thia-1,4,9-triaza-benzo[f]azulen-10-ylamine), COC1=CC=C(C=C1)CC[C@@H]1NCCNC1 ((S)-2-[2-(4-methoxy-phenyl)-ethyl]-piperazine). The product is C(C)(C)C1=NC=2C(=NC3=C(NC2S1)C=CC=C3)N3C[C@@H](NCC3)CCC3=CC=C(C=C3)OC ((S)-2-Isopropyl-10-{3-[2-(4-methoxy-phenyl)-ethyl]-piperazin-1-yl}-4H-3-thia-1,4,9-triaza-benzo[f]azulene). Yield: 38.4%. As a reaction SMILES: [CH:1]([C:4]1[S:13][C:12]2[NH:11][C:10]3[CH:14]=[CH:15][CH:16]=[CH:17][C:9]=3[N:8]=[C:7]([NH2:18])[C:6]=2[N:5]=1)([CH3:3])[CH3:2].[CH3:19][O:20][C:21]1[CH:26]=[CH:25][C:24]([CH2:27][CH2:28][C@H:29]2[CH2:34]N[CH2:32][CH2:31][NH:30]2)=[CH:23][CH:22]=1>>[CH:1]([C:4]1[S:13][C:12]2[NH:11][C:10]3[CH:14]=[CH:15][CH:16]=[CH:17][C:9]=3[N:8]=[C:7]([N:18]3[CH2:32][CH2:31][NH:30][C@@H:29]([CH2:28][CH2:27][C:24]4[CH:25]=[CH:26][C:21]([O:20][CH3:19])=[CH:22][CH:23]=4)[CH2:34]3)[C:6]=2[N:5]=1)([CH3:3])[CH3:2]. Reported procedure: By using a similar method of the method of Example 460, using 2-isopropyl-4H-3-thia-1,4,9-triaza-benzo[f]azulen-10-ylamine(1.48 g, 5.7 mmol) and (S)-2-[2-(4-methoxy-phenyl)-ethyl]-piperazine (1.26 g, 5.7 mmol) to give 1.01 g of the title compound as a yellow solid: mass spectrum (ion spray): m/z=462 (M+1); Analysis for C26H31N5OS(0.3 H2O): calcd: C, 66.87; H, 6.82; N, 15.00; found: C, 66.58; H, 6.35; N, 14.96.